From a dataset of the Open Reaction Database (ORD), a public repository of structured organic reaction records. describe an organic reaction: reactants, conditions, products, and yield The reactants are ClC1=NC(=CC(=N1)Cl)C (2,4-dichloro-6-methylpyrimidine), S1C(=NC=C1)N (1,3-thiazol-2-amine), C1(=CC=CC=C1)P(C1=CC=CC=2C(C3=CC=CC(=C3OC12)P(C1=CC=CC=C1)C1=CC=CC=C1)(C)C)C1=CC=CC=C1 (4,5-bis(diphenylphosphino)-9,9-dimethylxanthene), [O-]P(=O)([O-])[O-].[K+].[K+].[K+] (K3PO4). Reagents/catalysts: C1=CC=C(C=C1)/C=C/C(=O)/C=C/C2=CC=CC=C2.C1=CC=C(C=C1)/C=C/C(=O)/C=C/C2=CC=CC=C2.C1=CC=C(C=C1)/C=C/C(=O)/C=C/C2=CC=CC=C2.C(Cl)(Cl)Cl.[Pd].[Pd] (Pd2(dba)3 CHCl3). The solvent is O1CCOCC1 (dioxane). Run at temperature 85 celsius, time 8 hour. Yields the product ClC1=NC(=CC(=N1)NC=1SC=CN1)C (2-chloro-6-methyl-N-(1,3-thiazol-2-yl)pyrimidin-4-amine). Reaction SMILES: [Cl:1][C:2]1[N:7]=[C:6](Cl)[CH:5]=[C:4]([CH3:9])[N:3]=1.[S:10]1[CH:14]=[CH:13][N:12]=[C:11]1[NH2:15].C1(P(C2C=CC=CC=2)C2C3OC4C(=CC=CC=4P(C4C=CC=CC=4)C4C=CC=CC=4)C(C)(C)C=3C=CC=2)C=CC=CC=1.[O-]P([O-])([O-])=O.[K+].[K+].[K+]>O1CCOCC1.C1C=CC(/C=C/C(/C=C/C2C=CC=CC=2)=O)=CC=1.C1C=CC(/C=C/C(/C=C/C2C=CC=CC=2)=O)=CC=1.C1C=CC(/C=C/C(/C=C/C2C=CC=CC=2)=O)=CC=1.C(Cl)(Cl)Cl.[Pd].[Pd]>[Cl:1][C:2]1[N:7]=[C:6]([NH:15][C:11]2[S:10][CH:14]=[CH:13][N:12]=2)[CH:5]=[C:4]([CH3:9])[N:3]=1 |f:3.4.5.6,8.9.10.11.12.13|. Reported procedure: To the mixture of 2,4-dichloro-6-methylpyrimidine (507.7 mg), 1,3-thiazol-2-amine (345.0 mg), 4,5-bis(diphenylphosphino)-9,9-dimethylxanthene (289.1 mg) and K3PO4 (936.3 mg) in dioxane (20 ml) was added Pd2(dba)3 CHCl3 (255.9 mg). And the suspension was stirred at 85° C. overnight. The mixture was cooled to room temperature. The insoluble material was filtered off and washed with EtOAc. The filtrate was poured into saturated aqueous solution of NaHCO3 and extracted with EtOAc. The extract was wa... Starting materials: Cl.Cl.NCC1=C2CCCC(C2=CC=C1O[C@H](CN1C=NC=C1)C1=CC=CC=C1)=O (5-Aminomethyl-6-((S)-2-imidazol-1-yl-1-phenyl-ethoxy)-3,4-dihydro-2H-naphthalen-1-one bis-hydrochloride), C1(=CC=CC=C1)S(=O)(=O)Cl (benzenesulfonyl chloride). The reagents and catalysts are CN(C)C=1C=CN=CC1 (DMAP). Run in N1=CC=CC=C1 (pyridine). Run at time 8 hour. Yields the product N1(C=NC=C1)C[C@@H](OC1=C(C=2CCCC(C2C=C1)=O)CNS(=O)(=O)C1=CC=CC=C1)C1=CC=CC=C1 (N-[2-((S)-2-Imidazol-1-yl-1-phenyl-ethoxy)-5-oxo-5,6,7,8-tetrahydro-naphthalen-1-ylmethyl]-benzenesulfonamide). The yield is 66.7%. RXN SMILES: Cl.Cl.[NH2:3][CH2:4][C:5]1[C:14]([O:15][C@@H:16]([C:23]2[CH:28]=[CH:27][CH:26]=[CH:25][CH:24]=2)[CH2:17][N:18]2[CH:22]=[CH:21][N:20]=[CH:19]2)=[CH:13][CH:12]=[C:11]2[C:6]=1[CH2:7][CH2:8][CH2:9][C:10]2=[O:29].[C:30]1([S:36](Cl)(=[O:38])=[O:37])[CH:35]=[CH:34][CH:33]=[CH:32][CH:31]=1>N1C=CC=CC=1.CN(C1C=CN=CC=1)C>[N:18]1([CH2:17][C@H:16]([C:23]2[CH:24]=[CH:25][CH:26]=[CH:27][CH:28]=2)[O:15][C:14]2[CH:13]=[CH:12][C:11]3[C:10](=[O:29])[CH2:9][CH2:8][CH2:7][C:6]=3[C:5]=2[CH2:4][NH:3][S:36]([C:30]2[CH:35]=[CH:34][CH:33]=[CH:32][CH:31]=2)(=[O:38])=[O:37])[CH:22]=[CH:21][N:20]=[CH:19]1 |f:0.1.2|. Reported procedure: 5-Aminomethyl-6-((S)-2-imidazol-1-yl-1-phenyl-ethoxy)-3,4-dihydro-2H-naphthalen-1-one bis-hydrochloride (74 mg, 0.171 mmol) was dissolved in pyridine (1 mL) and catalytic DMAP (2 mg) was added followed by benzenesulfonyl chloride (26 μL, 0.205 mmol, 1.2 equiv). The reaction was stirred overnight at RT. The mixture was concentrated and the residue was dissolved in CH2Cl2. The organics were washed with H2O and brine, dried over MgSO4 and concentrated to give a tan foam. Purification by chromatogra... The reactants are C(C)(C)NC(C)C (diisopropylamine), [Li]CCCC (n-BuLi), N1(CCC(CC1)C(=O)OC)C(=O)OC(C)(C)C (1-tert-butyl 4-methyl piperidine-1,4-dicarboxylate), ClC(=O)OC (Methyl chloroformate). The solvent is C1CCOC1 (THF), C1CCOC1 (THF). Conditions: time 1 hour. The product is N1(CCC(CC1)(C(=O)OC)C(=O)OC)C(=O)OC(C)(C)C (1-tert-butyl 4,4-dimethyl piperidine-1,4,4-tricarboxylate). Yield: 99.9%. As a reaction SMILES: C(NC(C)C)(C)C.[Li]CCCC.[N:13]1([C:23]([O:25][C:26]([CH3:29])([CH3:28])[CH3:27])=[O:24])[CH2:18][CH2:17][CH:16]([C:19]([O:21][CH3:22])=[O:20])[CH2:15][CH2:14]1.Cl[C:31]([O:33][CH3:34])=[O:32]>C1COCC1>[N:13]1([C:23]([O:25][C:26]([CH3:29])([CH3:28])[CH3:27])=[O:24])[CH2:14][CH2:15][C:16]([C:31]([O:33][CH3:34])=[O:32])([C:19]([O:21][CH3:22])=[O:20])[CH2:17][CH2:18]1. Reported procedure: To a chilled solution of diisopropylamine (3.5 mL, 24.7 mmol) in THF (20 mL) at −78° C. was added n-BuLi (2M in hexane, 14.8 mL, 1.2 equiv.). The reaction mixture was stirred for 1 h. A solution of 1-tert-butyl 4-methyl piperidine-1,4-dicarboxylate (5 g, 20.6 mmol, 1 equiv.) in THF (15 mL) was added dropwise at −78° C. The reaction mixture was stirred for 1 h. Methyl chloroformate (1.7 mL, 22.6 mmol, 1.1 equiv.) was added to the above mixture. The reaction mixture was warmed to rt slowly while s... Reactants: N#N (N2), BrC=1C=C(CCOCC(=O)O)C=CC1 (2-(3-bromophenethoxy)acetic acid), B.C1CCOC1 (Borane THF). Run in C1CCOC1 (THF). Run at time 3 hour. Product: BrC=1C=C(CCOCCO)C=CC1 (2-(3-Bromophenethoxy)ethanol). Yield: 96.1%. Reaction SMILES: N#N.[Br:3][C:4]1[CH:5]=[C:6]([CH:14]=[CH:15][CH:16]=1)[CH2:7][CH2:8][O:9][CH2:10][C:11](O)=[O:12].B.C1COCC1>C1COCC1>[Br:3][C:4]1[CH:5]=[C:6]([CH:14]=[CH:15][CH:16]=1)[CH2:7][CH2:8][O:9][CH2:10][CH2:11][OH:12] |f:2.3|. Procedure: A 100 mL three-necked flask was fitted with a dropping funnel, septa and a N2 balloon. The flask was charged with a solution of 2-(3-bromophenethoxy)acetic acid (2.20 g, 8.49 mmol) in anhydrous THF (20 mL) and cooled in an ice bath. Borane-THF complex (1.0 M in THF, 17 mL, 2 equiv.) was added dropwise to the solution of the starting material in 15 min. After 3 h, the reaction was quenched by addition (cautiously at first until H2 evolution has abated) of THF/H2O (1:1, 30 mL). The resulting mixtu... Starting materials: solution, B(Br)(Br)Br (boron tribromide), C(C)OC1=C(C=CC=C1)C1=CC=C(C=C1)C(=O)N1CC=2N(CC3=C1C=CC=C3)C(=CC2)C(=O)NCC=2C=NC=CC2 (10-[(2′-Ethoxy-1,1′-biphenyl-4-yl)carbonyl]-N-(pyridin-3-ylmethyl)-10,11-dihydro-5H-pyrrolo[2,1-c][1,4]benzodiazepine-3-carboxamide). The solvent is ClCCl (dichloromethane), ClCCl (dichloromethane). Reaction conditions: time 5 hour. Yields the product OC1=C(C=CC=C1)C1=CC=C(C=C1)C(=O)N1CC=2N(CC3=C1C=CC=C3)C(=CC2)C(=O)NCC=2C=NC=CC2 (10-[(2′-HYDROXY-1,1′-BIPHENYL-4-YL)CARBONYL]-N-(PYRIDIN-3-YLMETHYL)-10,11-DIHYDRO-5H-PYRROLO[2,1-C][1,4]BENZODIAZEPINE-3-CARBOXAMIDE). The yield is 78.8%. Reaction SMILES: C([O:3][C:4]1[CH:9]=[CH:8][CH:7]=[CH:6][C:5]=1[C:10]1[CH:15]=[CH:14][C:13]([C:16]([N:18]2[C:24]3[CH:25]=[CH:26][CH:27]=[CH:28][C:23]=3[CH2:22][N:21]3[C:29]([C:32]([NH:34][CH2:35][C:36]4[CH:37]=[N:38][CH:39]=[CH:40][CH:41]=4)=[O:33])=[CH:30][CH:31]=[C:20]3[CH2:19]2)=[O:17])=[CH:12][CH:11]=1)C.B(Br)(Br)Br>ClCCl>[OH:3][C:4]1[CH:9]=[CH:8][CH:7]=[CH:6][C:5]=1[C:10]1[CH:11]=[CH:12][C:13]([C:16]([N:18]2[C:24]3[CH:25]=[CH:26][CH:27]=[CH:28][C:23]=3[CH2:22][N:21]3[C:29]([C:32]([NH:34][CH2:35][C:36]4[CH:37]=[N:38][CH:39]=[CH:40][CH:41]=4)=[O:33])=[CH:30][CH:31]=[C:20]3[CH2:19]2)=[O:17])=[CH:14][CH:15]=1. Procedure: To a suspension of 10-[(2′-ethoxy-1,1′-biphenyl-4-yl)carbonyl]-N-(pyridin-3-ylmethyl)-10,11-dihydro-5H-pyrrolo[2,1-c][1,4]benzodiazepine-3-carboxamide of Example 33 (0.281 g, 0.518 mmol) in dry dichloromethane (2.6 mL) at 0° C. under nitrogen was added dropwise a 1.0 M solution of boron tribromide in dichloromethane (2.6 mL, 2.6 mmol) over ca. 5 minutes. The reaction mixture was allowed to warm to room temperature and then stirred for 5 hours. The reaction was quenched by the addition of saturat... Starting materials: C(C)OC(=O)C1(NCC(CCC1)=O)C1=CC=CC=C1 (2-Phenyl-6-oxo-azepane 2-carboxylic acid ethyl ester), ONC(=O)[C@@H]1N(CCCC[C@@H]1CC1=CC=CC=C1)S(=O)(=O)C1=CC=C(C=C1)OC (cis-3-Benzyl-1-(4-methoxybenzenesulfonyl)-azepane-2-carboxylic acid-hydroxyamide). Product: C1(=CC=CC=C1)[C@H]1[C@@H](N(CCCC1)S(=O)(=O)C1=CC=C(C=C1)OC)C(=O)NO (trans-3-Phenyl-1-(4-methoxybenzenesulfonyl)-azepane-2-hydroxamic acid). RXN SMILES: C(OC(C1(C2C=CC=CC=2)CCCC(=O)CN1)=O)C.[OH:20][NH:21][C:22]([C@H:24]1[C@@H:30]([CH2:31][C:32]2[CH:37]=[CH:36][CH:35]=[CH:34]C=2)[CH2:29][CH2:28][CH2:27][CH2:26][N:25]1[S:38]([C:41]1[CH:46]=[CH:45][C:44]([O:47][CH3:48])=[CH:43][CH:42]=1)(=[O:40])=[O:39])=[O:23]>>[C:31]1([C@@H:30]2[CH2:29][CH2:28][CH2:27][CH2:26][N:25]([S:38]([C:41]3[CH:42]=[CH:43][C:44]([O:47][CH3:48])=[CH:45][CH:46]=3)(=[O:39])=[O:40])[C@H:24]2[C:22]([NH:21][OH:20])=[O:23])[CH:32]=[CH:37][CH:36]=[CH:35][CH:34]=1. Procedure details: trans-3-Phenyl-1-(4-methoxybenzenesulfonyl)-azepane-2-hydroxamic acid was synthesized from 2-Phenyl-6-oxo-azepane 2-carboxylic acid ethyl ester in the same manner as the procedures used for the preparation of cis-3-Benzyl-1-(4-methoxybenzenesulfonyl)-azepane-2-carboxylic acid-hydroxyamide.